From a dataset of the Open Reaction Database (ORD), a public repository of structured organic reaction records. describe an organic reaction: reactants, conditions, products, and yield Reactants: C1CCOC1, C[O-], FC(F)(F)c1cccnc1-c1ccc2c(Cl)cc(Cl)nc2n1, [Na+], O. Product: COc1cc(Cl)c2ccc(-c3ncccc3C(F)(F)F)nc2n1. As a reaction SMILES: [CH2:27]1[O:28][CH2:29][CH2:30][CH2:31]1.[CH3:1][O-:2].[Cl:4][c:5]1[n:6][c:7]2[n:8][c:9](-[c:16]3[n:17][cH:18][cH:19][cH:20][c:21]3[C:22]([F:23])([F:24])[F:25])[cH:10][cH:11][c:12]2[c:13]([Cl:15])[cH:14]1.[Na+:3].[OH2:26]>>[CH3:1][O:2][c:5]1[n:6][c:7]2[n:8][c:9](-[c:16]3[n:17][cH:18][cH:19][cH:20][c:21]3[C:22]([F:23])([F:24])[F:25])[cH:10][cH:11][c:12]2[c:13]([Cl:15])[cH:14]1. The reactants are CC1=CC2=C(CN(CC2O)C)O1 (2,6-dimethyl-4,5,6,7-tetrahydrofuro[2,3-c]pyridin-4-ol), ClC1=CC=C(C2=CC=CC=C12)O (4-chloro-1-naphthol). Product: Cl.ClC1=CC=C(C2=CC=CC=C12)OC1C2=C(CN(C1)C)OC(=C2)C (4-(4-Chloronaphthalene-1-yloxy)-2,6-dimethyl-4,5,6,7-tetrahydrofuro[2,3-c]pyridine hydrochloride). RXN SMILES: [CH3:1][C:2]1[O:12][C:5]2[CH2:6][N:7]([CH3:11])[CH2:8][CH:9]([OH:10])[C:4]=2[CH:3]=1.[Cl:13][C:14]1[C:23]2[C:18](=[CH:19][CH:20]=[CH:21][CH:22]=2)[C:17](O)=[CH:16][CH:15]=1>>[ClH:13].[Cl:13][C:14]1[C:23]2[C:18](=[CH:19][CH:20]=[CH:21][CH:22]=2)[C:17]([O:10][CH:9]2[CH2:8][N:7]([CH3:11])[CH2:6][C:5]3[O:12][C:2]([CH3:1])=[CH:3][C:4]2=3)=[CH:16][CH:15]=1 |f:2.3|. Reported procedure: The same method as in Example 47 was conducted using 2,6-dimethyl-4,5,6,7-tetrahydrofuro[2,3-c]pyridin-4-ol (Reference Example 2) instead of 6-methyl-4,5,6,7-tetrahydrofuro[2,3-c]pyridin-4-ol (Reference Example 1) and was conducted using 4-chloro-1-naphthol instead of 4-chloro-3-methylphenol to give the objective compound. Reactants: 42(iv), C(C1=CC=CC=C1)N1C(=NC(=C1C(=O)OCC)C(=O)OCC)COCC (diethyl benzyl-2-ethoxymethylimidazole-4,5-dicarboxylate), Cl (hydrochloride). Yields the product C(C)OCC=1NC(=C(N1)C(=O)OCC)C(=O)OCC (Diethyl 2-ethoxymethylimidazole-4,5-dicarboxylate). Reaction SMILES: C([N:8]1[C:12]([C:13]([O:15][CH2:16][CH3:17])=[O:14])=[C:11]([C:18]([O:20][CH2:21][CH3:22])=[O:19])[N:10]=[C:9]1[CH2:23][O:24][CH2:25][CH3:26])C1C=CC=CC=1.Cl>>[CH2:25]([O:24][CH2:23][C:9]1[NH:10][C:11]([C:18]([O:20][CH2:21][CH3:22])=[O:19])=[C:12]([C:13]([O:15][CH2:16][CH3:17])=[O:14])[N:8]=1)[CH3:26]. Reported procedure: Following a procedure similar to that described in Preparation 42(iv), but using 4.37 g of diethyl benzyl-2-ethoxymethylimidazole-4,5-dicarboxylate [prepared as described in step (i) above], 3.49 g of the hydrochloride of the title compound were obtained as crystals, melting at 60°-61° C. The reactants are O=C(O)c1cc2ccccc2o1, COc1ccc(N)cc1C. Reagents/catalysts: CCOC1C=CC2=CC=CC=C2N1C(=O)OCC (EEDQ), CCN(C(C)C)C(C)C (DIPEA). Solvent: CN(C)C=O (DMF), CN(C)C=O (DMF), CN(C)C=O (DMF), CN(C)C=O (DMF), CN(C)C=O (DMF), CN(C)C=O (DMF). Run at temperature 25 celsius, time 2 hour. Yields the product COc1ccc(NC(=O)c2cc3ccccc3o2)cc1C. Yield: 51.4%. As a reaction SMILES: COc1ccc(N)cc1C.O=C(O)c1cc2ccccc2o1.CCOC1C=CC2=CC=CC=C2N1C(=O)OCC.CCN(C(C)C)C(C)C.CN(C)C=O>>COc1ccc(NC(=O)c2cc3ccccc3o2)cc1C. Reactants: C1CCOC1, COc1ccc(CN2C(=O)CNS2(=O)=O)cc1, CCOCC, OCc1cccc(I)c1, CCOC(=O)N=NC(=O)OCC, c1ccc(P(c2ccccc2)c2ccccc2)cc1. Yields the product COc1ccc(CN2C(=O)CN(Cc3cccc(I)c3)S2(=O)=O)cc1. Reaction SMILES: [CH2:58]1[O:59][CH2:60][CH2:61][CH2:62]1.[CH3:1][O:2][c:3]1[cH:4][cH:5][c:6]([CH2:7][N:8]2[S:9](=[O:14])(=[O:15])[NH:10][CH2:11][C:12]2=[O:13])[cH:16][cH:17]1.[CH3:63][CH2:64][O:65][CH2:66][CH3:67].[I:18][c:19]1[cH:20][c:21]([CH2:22][OH:23])[cH:24][cH:25][cH:26]1.[O:46]=[C:47]([O:48][CH2:49][CH3:50])[N:51]=[N:52][C:53]([O:54][CH2:55][CH3:56])=[O:57].[c:27]1([P:28]([c:29]2[cH:30][cH:31][cH:32][cH:33][cH:34]2)[c:35]2[cH:36][cH:37][cH:38][cH:39][cH:40]2)[cH:41][cH:42][cH:43][cH:44][cH:45]1>>[CH3:1][O:2][c:3]1[cH:4][cH:5][c:6]([CH2:7][N:8]2[S:9](=[O:14])(=[O:15])[N:10]([CH2:22][c:21]3[cH:20][c:19]([I:18])[cH:26][cH:25][cH:24]3)[CH2:11][C:12]2=[O:13])[cH:16][cH:17]1. The reactants are CC(C)(C)OC(=O)CBr, O=C([O-])[O-], CN(C)C=O, CCC(C)=O, CC(C)(O)c1cc2cc(O)c(Cl)c(Cl)c2s1, [K+], [K+]. The product is CC(C)(C)OC(=O)COc1cc2cc(C(C)(C)O)sc2c(Cl)c1Cl. Reaction SMILES: [Br:17][CH2:18][C:19](=[O:20])[O:21][C:22]([CH3:23])([CH3:24])[CH3:25].[C:26](=[O:27])([O-:28])[O-:29].[CH3:32][N:33]([CH3:34])[CH:35]=[O:36].[CH3:37][C:38](=[O:39])[CH2:40][CH3:41].[Cl:1][c:2]1[c:3]([OH:16])[cH:4][c:5]2[c:6]([s:7][c:8]([C:10]([OH:11])([CH3:12])[CH3:13])[cH:9]2)[c:14]1[Cl:15].[K+:30].[K+:31]>>[Cl:1][c:2]1[c:3]([O:16][CH2:18][C:19](=[O:20])[O:21][C:22]([CH3:23])([CH3:24])[CH3:25])[cH:4][c:5]2[c:6]([s:7][c:8]([C:10]([OH:11])([CH3:12])[CH3:13])[cH:9]2)[c:14]1[Cl:15]. Starting materials: CC1=C(C(=NO1)C1=CC=CC=C1)COC1=CC=C(N=N1)N (6-(5-methyl-3-phenyl-isoxazol-4-ylmethoxy)-pyridazin-3-ylamine), C(C1=CC=CC=C1)(=O)Cl (benzoyl chloride). Product: CC1=C(C(=NO1)C1=CC=CC=C1)COC1=CC=C(N=N1)NC(C1=CC=CC=C1)=O (N-[6-(5-Methyl-3-phenyl-isoxazol-4-ylmethoxy)-pyridazin-3-yl]-benzamide). The yield is 65.0%. RXN SMILES: [CH3:1][C:2]1[O:6][N:5]=[C:4]([C:7]2[CH:12]=[CH:11][CH:10]=[CH:9][CH:8]=2)[C:3]=1[CH2:13][O:14][C:15]1[N:20]=[N:19][C:18]([NH2:21])=[CH:17][CH:16]=1.[C:22](Cl)(=[O:29])[C:23]1[CH:28]=[CH:27][CH:26]=[CH:25][CH:24]=1>>[CH3:1][C:2]1[O:6][N:5]=[C:4]([C:7]2[CH:8]=[CH:9][CH:10]=[CH:11][CH:12]=2)[C:3]=1[CH2:13][O:14][C:15]1[N:20]=[N:19][C:18]([NH:21][C:22](=[O:29])[C:23]2[CH:28]=[CH:27][CH:26]=[CH:25][CH:24]=2)=[CH:17][CH:16]=1. Procedure details: As described for example 18, 6-(5-methyl-3-phenyl-isoxazol-4-ylmethoxy)-pyridazin-3-ylamine (280 mg, 1 mmol) was converted, using benzoyl chloride instead of methoxyacetyl chloride, to the title compound (250 mg, 65%) which was obtained as a white solid. MS: m/e=387.4 [M+H]−. The reactants are C1(=CC=CC=C1)CC(C)Br (1-phenyl-2-bromopropane), N1CCCCC1 (piperidine), Cl (HCl), FC1=CC=C(C=C1)CON(C(C)=O)C1CCNCC1 (4-[N-(4-fluorophenyl)methoxyacetamido]piperidine), 1-(2-phenyl-1-propyl)-4-[N-4-fluorophenyl)methoxyacetamido. The solvent is C1(=CC=CC=C1)C (toluene). Product: [Cl-].C1(=CC=CC=C1)C(C[NH+]1CCC(CC1)N(C(C)=O)OCC1=CC=C(C=C1)F)C (1-(2-phenyl-1-propyl)-4-[N-(4-fluorophenyl)methoxyacetamido]piperidinium chloride). As a reaction SMILES: [C:1]1([CH2:7][CH:8](Br)C)[CH:6]=[CH:5][CH:4]=[CH:3][CH:2]=1.[F:11][C:12]1[CH:17]=[CH:16][C:15]([CH2:18][O:19][N:20]([CH:24]2[CH2:29][CH2:28][NH:27][CH2:26][CH2:25]2)[C:21](=[O:23])[CH3:22])=[CH:14][CH:13]=1.N1CCCC[CH2:31]1.[ClH:36]>C1(C)C=CC=CC=1>[Cl-:36].[C:1]1([CH:7]([CH3:8])[CH2:31][NH+:27]2[CH2:28][CH2:29][CH:24]([N:20]([O:19][CH2:18][C:15]3[CH:14]=[CH:13][C:12]([F:11])=[CH:17][CH:16]=3)[C:21](=[O:23])[CH3:22])[CH2:25][CH2:26]2)[CH:2]=[CH:3][CH:4]=[CH:5][CH:6]=1 |f:5.6|. Procedure details: Combining 1-phenyl-2-bromopropane with 4-[N-(4-fluorophenyl)methoxyacetamido]piperidine in the procedure similar to that of Example XII the base 1-(2-phenyl-1-propyl)-4-[N-4-fluorophenyl)methoxyacetamido]piperidine is formed. Dry HCl is added to a toluene solution of the base to obtain 1-(2-phenyl-1-propyl)-4-[N-(4-fluorophenyl)methoxyacetamido]piperidinium chloride, m.p. 250° C. The reactants are COC1=C2C(NC(=NC2=CC(=C1)OC)C1=CC=C(C=C1)N1CCC(CC1)N(C(C)=O)C(C)C)=O (N-(1-(4-(5,7-dimethoxy-4-oxo-3,4-dihydroquinazolin-2-yl)phenyl)piperidin-4-yl)-N-isopropylacetamide), [OH-].[Na+] (NaOH). The solvent is Cl (HCl). Run at time 8 hour. The product is C(C)(C)NC1CCN(CC1)C1=CC=C(C=C1)C1=NC2=CC(=CC(=C2C(N1)=O)OC)OC (2-(4-(4-(Isopropylamino)piperidin-1-yl)phenyl)-5,7-dimethoxyquinazolin-4(3H)-one). The yield is 52.6%. As a reaction SMILES: [CH3:1][O:2][C:3]1[CH:12]=[C:11]([O:13][CH3:14])[CH:10]=[C:9]2[C:4]=1[C:5](=[O:34])[NH:6][C:7]([C:15]1[CH:20]=[CH:19][C:18]([N:21]3[CH2:26][CH2:25][CH:24]([N:27]([CH:31]([CH3:33])[CH3:32])C(=O)C)[CH2:23][CH2:22]3)=[CH:17][CH:16]=1)=[N:8]2.[OH-].[Na+]>Cl>[CH:31]([NH:27][CH:24]1[CH2:25][CH2:26][N:21]([C:18]2[CH:19]=[CH:20][C:15]([C:7]3[NH:6][C:5](=[O:34])[C:4]4[C:9](=[CH:10][C:11]([O:13][CH3:14])=[CH:12][C:3]=4[O:2][CH3:1])[N:8]=3)=[CH:16][CH:17]=2)[CH2:22][CH2:23]1)([CH3:33])[CH3:32] |f:1.2|. Procedure: A solution of N-(1-(4-(5,7-dimethoxy-4-oxo-3,4-dihydroquinazolin-2-yl)phenyl)piperidin-4-yl)-N-isopropylacetamide (0.130 g, 0.27 mmol) in 2 N HCl (8 mL) was heated to reflux and stirred overnight. The resulting solution was cooled to room temperature, basified with 2 N NaOH (pH 14), and extracted with CH2Cl2. The solution was concentrated in vacuo and the residue was purified by flash chromatography on silica gel, eluting with 30% to 100% of 92:7:1 CHCl3/MeOH/concentrated NH4OH in CH2Cl2, to aff... The reactants are Cc1ccccc1, CC(=O)c1ccccc1. The product is CC(O)c1ccccc1. RXN SMILES: [CH3:10][c:11]1[cH:12][cH:13][cH:14][cH:15][cH:16]1.[CH3:1][C:2](=[O:3])[c:4]1[cH:5][cH:6][cH:7][cH:8][cH:9]1>>[CH3:1][CH:2]([OH:3])[c:4]1[cH:5][cH:6][cH:7][cH:8][cH:9]1.